Dataset: the Open Reaction Database (ORD), a public repository of structured organic reaction records. Task: describe an organic reaction: reactants, conditions, products, and yield Starting materials: C(C)(C)(C)OC(CC(C(CCCC1=CC=CC=C1)O)NC([C@@H](NC([C@@H](NC([C@@H](NC(C)=O)CC1=CC=C(C=C1)O)=O)C(C)C)=O)C)=O)=O (N-(N-Acetyl-Tyrosinyl-Valinyl-Alaninyl)-3-amino-4-hydroxy-7-phenyl heptanoic acid t-butyl ester). Run in C(Cl)Cl (CH2Cl2), C1=CC=[NH+]C=C1.C1=CC=[NH+]C=C1.[O-][Cr](=O)(=O)O[Cr](=O)(=O)[O-] (PDC). Conditions: time 6 hour. Yields the product C(C)(=O)N[C@@H](CC1=CC=C(C=C1)O)C(=O)N[C@@H](C(C)C)C(=O)N[C@@H](C)C(=O)NC(CC(=O)O)C(CCCC1=CC=CC=C1)=O (N-(N-AcetylTyrosinyl-Valinyl-Alaninyl)-3-amino-4-oxo-7-phenyl heptanoic acid). Yield: 46.3%. RXN SMILES: C([O:5][C:6](=[O:48])[CH2:7][CH:8]([NH:20][C:21](=[O:47])[C@H:22]([CH3:46])[NH:23][C:24](=[O:45])[C@H:25]([CH:42]([CH3:44])[CH3:43])[NH:26][C:27](=[O:41])[C@H:28]([CH2:33][C:34]1[CH:39]=[CH:38][C:37]([OH:40])=[CH:36][CH:35]=1)[NH:29][C:30](=[O:32])[CH3:31])[CH:9]([OH:19])[CH2:10][CH2:11][CH2:12][C:13]1[CH:18]=[CH:17][CH:16]=[CH:15][CH:14]=1)(C)(C)C>C(Cl)Cl.C1C=C[NH+]=CC=1.C1C=C[NH+]=CC=1.[O-][Cr](O[Cr]([O-])(=O)=O)(=O)=O>[C:30]([NH:29][C@H:28]([C:27]([NH:26][C@H:25]([C:24]([NH:23][C@H:22]([C:21]([NH:20][CH:8]([C:9](=[O:19])[CH2:10][CH2:11][CH2:12][C:13]1[CH:14]=[CH:15][CH:16]=[CH:17][CH:18]=1)[CH2:7][C:6]([OH:48])=[O:5])=[O:47])[CH3:46])=[O:45])[CH:42]([CH3:44])[CH3:43])=[O:41])[CH2:33][C:34]1[CH:39]=[CH:38][C:37]([OH:40])=[CH:36][CH:35]=1)(=[O:32])[CH3:31] |f:2.3.4|. Reported procedure: N-(N-Acetyl-Tyrosinyl-Valinyl-Alaninyl)-3-amino-4-hydroxy-7-phenyl heptanoic acid t-butyl ester (166 mg, 0.0991 mmol), was dissolved in CH2Cl2 (5 mL) and PDC (56 mg, 0.149 mmoL), was added. The resulting mixture was stirred at rt for 6h. The mixture was filtered through Celite and the solvent was concentrated in vacuo. The residue was chromatographed over silica (95:5, CH2Cl2 :MeOH) to provide the ketone (28 mg) and S.M (33 mg). The reactants are Brc1ccsc1, [Li]CCCC, CC1CCCC(=O)C1, CCCCCC, C1CCOC1. Product: CC1CCCC(O)(c2ccsc2)C1. As a reaction SMILES: [Br:1][c:2]1[cH:3][s:4][cH:5][cH:6]1.[CH2:7]([Li:8])[CH2:9][CH2:10][CH3:11].[CH3:12][CH:13]1[CH2:14][C:15](=[O:19])[CH2:16][CH2:17][CH2:18]1.[CH3:25][CH2:26][CH2:27][CH2:28][CH2:29][CH3:30].[O:20]1[CH2:21][CH2:22][CH2:23][CH2:24]1>>[c:2]1([C:15]2([OH:19])[CH2:14][CH:13]([CH3:12])[CH2:18][CH2:17][CH2:16]2)[cH:3][s:4][cH:5][cH:6]1. The reactants are S(=S)(=O)([O-])[O-].[Na+].[Na+] (sodium thiosulfate), FC=1C=CC=C2C(C(NC12)=O)(C)C (7-Fluoro-3,3-dimethyl-1,3-dihydro-2H-indol-2-one), BrBr (Bromine), C(C)(=O)O (acetic acid). The solvent is ClCCl (dichloromethane). Reaction conditions: time 24 hour. Yields the product BrC=1C=C2C(C(NC2=C(C1)F)=O)(C)C (5-bromo-7-fluoro-3,3-dimethyl-1,3-dihydro-2H-indol-2-one). The yield is 81.9%. RXN SMILES: [F:1][C:2]1[CH:3]=[CH:4][CH:5]=[C:6]2[C:10]=1[NH:9][C:8](=[O:11])[C:7]2([CH3:13])[CH3:12].C(O)(=O)C.[Br:18]Br.S([O-])([O-])(=O)=S.[Na+].[Na+]>ClCCl>[Br:18][C:4]1[CH:5]=[C:6]2[C:10](=[C:2]([F:1])[CH:3]=1)[NH:9][C:8](=[O:11])[C:7]2([CH3:13])[CH3:12] |f:3.4.5|. Procedure: 7-Fluoro-3,3-dimethyl-1,3-dihydro-2H-indol-2-one (4.1 g, 22.9 mmol) was dissolved in dichloromethane (100 mL) and acetic acid (2 mL) at room temperature. Bromine (1.2 mL, 23 mmol) was added and the solution allowed to stir for 24 hours. The reaction mixture was poured into sodium thiosulfate solution, extracted with diethyl ether, dried (MgSO4), evaporated and the crude product triturated with hexane to give 5-bromo-7-fluoro-3,3-dimethyl-1,3-dihydro-2H-indol-2-one (4.84 g, 82%): HRMS: calc'd for... Reactants: CCOC(=O)CC(=O)OCC, CCOC(=O)C=CC1(O[SiH](C)C)CC(C(C)(C)C)CN1C(=O)OC(C)(C)C, CC[O-], CC(=O)O, CCO, [Na+], [Na]. The product is CCOC(=O)CC(C(C(=O)OCC)C(=O)OCC)C1(O[SiH](C)C)CC(C(C)(C)C)CN1C(=O)OC(C)(C)C. RXN SMILES: [C:6]([CH2:7][C:8](=[O:9])[O:10][CH2:11][CH3:12])(=[O:13])[O:14][CH2:15][CH3:16].[CH2:17]([CH3:18])[O:19][C:20]([CH:21]=[CH:22][C:23]1([O:39][SiH:40]([CH3:41])[CH3:42])[N:24]([C:32](=[O:33])[O:34][C:35]([CH3:36])([CH3:37])[CH3:38])[CH2:25][CH:26]([C:28]([CH3:29])([CH3:30])[CH3:31])[CH2:27]1)=[O:43].[CH3:3][CH2:4][O-:5].[CH3:44][C:45](=[O:46])[OH:47].[CH3:48][CH2:49][OH:50].[Na+:2].[Na:1]>>[C:6]([CH:7]([C:8](=[O:9])[O:10][CH2:11][CH3:12])[CH:22]([CH2:21][C:20]([O:19][CH2:17][CH3:18])=[O:43])[C:23]1([O:39][SiH:40]([CH3:41])[CH3:42])[N:24]([C:32](=[O:33])[O:34][C:35]([CH3:36])([CH3:37])[CH3:38])[CH2:25][CH:26]([C:28]([CH3:29])([CH3:30])[CH3:31])[CH2:27]1)(=[O:13])[O:14][CH2:15][CH3:16]. The reactants are ClC=1C=C(C=C(C1)Cl)C1(CC(=NO1)C1=CC(=C(C=C1)[N+](=O)[O-])C)C(F)(F)F (5-(3,5-dichlorophenyl)-3-(3-methyl-4-nitrophenyl)-5-trifluoromethyl-4,5-dihydroisoxazole), reduced iron. Run in C(C)(=O)OCC (ethyl acetate), O (water), C(C)(=O)O (acetic acid). Conditions: temperature 100 celsius, time 2 hour. Product: NC1=C(C=C(C=C1)C1=NOC(C1)(C(F)(F)F)C1=CC(=CC(=C1)Cl)Cl)C (3-(4-amino-3-methylphenyl)-5-(3,5-dichlorophenyl)-5-trifluoromethyl-4,5-dihydroisoxazole). Isolated yield 91.9%. Reaction SMILES: [Cl:1][C:2]1[CH:3]=[C:4]([C:9]2([C:24]([F:27])([F:26])[F:25])[O:13][N:12]=[C:11]([C:14]3[CH:19]=[CH:18][C:17]([N+:20]([O-])=O)=[C:16]([CH3:23])[CH:15]=3)[CH2:10]2)[CH:5]=[C:6]([Cl:8])[CH:7]=1>C(OCC)(=O)C.O.C(O)(=O)C>[NH2:20][C:17]1[CH:18]=[CH:19][C:14]([C:11]2[CH2:10][C:9]([C:4]3[CH:5]=[C:6]([Cl:8])[CH:7]=[C:2]([Cl:1])[CH:3]=3)([C:24]([F:27])([F:26])[F:25])[O:13][N:12]=2)=[CH:15][C:16]=1[CH3:23]. Procedure: In a solution of 1.23 g of 5-(3,5-dichlorophenyl)-3-(3-methyl-4-nitrophenyl)-5-trifluoromethyl-4,5-dihydroisoxazole in 10 ml of ethyl acetate, 5.0 ml of water, 5.0 ml of acetic acid and 0.66 g of reduced iron were added and stirred at 100° C. for 2 hours. After the completion of the reaction, the reaction mixture was filtered through Celite, 20 ml of water was added in the filtrate, extracted with ethyl acetate (20 ml×2). The organic phases together were washed with 10 ml of saturated sodium hyd... The reactants are C=CCc1cc(C(C)(C)C)c(O)c(C(C)(C)C)c1, ClCCl, O=C(OO)c1cccc(Cl)c1. Yields the product CC(C)(C)c1cc(CC2CO2)cc(C(C)(C)C)c1O. As a reaction SMILES: [CH2:12]([CH:13]=[CH2:14])[c:15]1[cH:16][c:17]([C:26]([CH3:27])([CH3:28])[CH3:29])[c:18]([OH:25])[c:19]([C:21]([CH3:22])([CH3:23])[CH3:24])[cH:20]1.[CH2:30]([Cl:31])[Cl:32].[Cl:1][c:2]1[cH:3][cH:4][cH:5][c:6]([C:7]([O:8][OH:10])=[O:9])[cH:11]1>>[O:9]1[CH:13]([CH2:12][c:15]2[cH:16][c:17]([C:26]([CH3:27])([CH3:28])[CH3:29])[c:18]([OH:25])[c:19]([C:21]([CH3:22])([CH3:23])[CH3:24])[cH:20]2)[CH2:14]1. Reactants: FC1=C(C(=O)C(C(=O)OCC)=CNCCN2CCOCC2)C=C(C=C1)I (ethyl 2-(2-fluoro-5-iodobenzoyl)-3-(2-morpholinoethylamino)acrylate), FC1=C(C(=O)C(C(=O)OCC)=CNCCN2CCOCC2)C=C(C=C1)I (ethyl 2-(2-fluoro-5-iodobenzoyl)-3-(2-morpholinoethylamino)acrylate), C([O-])([O-])=O.[K+].[K+] (potassium carbonate). The solvent is CN(C)C=O (DMF). Product: IC=1C=C2C(C(=CN(C2=CC1)CCN1CCOCC1)C(=O)OCC)=O (Ethyl 6-iodo-1-(2-morpholinoethyl)-4-oxo-1,4-dihydroquinoline-3-carboxylate). As a reaction SMILES: F[C:2]1[CH:25]=[CH:24][C:23]([I:26])=[CH:22][C:3]=1[C:4]([C:6](=[CH:12][NH:13][CH2:14][CH2:15][N:16]1[CH2:21][CH2:20][O:19][CH2:18][CH2:17]1)[C:7]([O:9][CH2:10][CH3:11])=[O:8])=[O:5].C(=O)([O-])[O-].[K+].[K+]>CN(C=O)C>[I:26][C:23]1[CH:22]=[C:3]2[C:2](=[CH:25][CH:24]=1)[N:13]([CH2:14][CH2:15][N:16]1[CH2:21][CH2:20][O:19][CH2:18][CH2:17]1)[CH:12]=[C:6]([C:7]([O:9][CH2:10][CH3:11])=[O:8])[C:4]2=[O:5] |f:1.2.3|. Procedure details: A solution of ethyl 2-(2-fluoro-5-iodobenzoyl)-3-(2-morpholinoethylamino)acrylate (Intermediate 23, 358 mg, 0.75 mmol) and potassium carbonate (208 mg, 1.50 mmol) in DMF (7 mL) was heated to 100° C. for 4 h. The reaction mixture was cooled to room temperature, filtered, and concentrated under reduced pressure. The solid that formed was placed under high vacuum overnight (328 mg) to yield the desired product. MS (ESP): 457 (M+H+) for C18H21IN2O4; NMR: 1.28 (t, J=7 Hz, 3H), 2.43 (m, 4H), 2.61 (m, ... The reactants are CC(C)(C)OC(=O)N1CCc2cn(-c3ccc(Br)cc3)nc2CC1, C1CCNCC1, CC(C)(C)[O-], CO, CN(C)c1ccccc1-c1ccccc1P(C1CCCCC1)C1CCCCC1, [Na+], O=C(C=Cc1ccccc1)C=Cc1ccccc1, C1COCCO1, O=C(C=Cc1ccccc1)C=Cc1ccccc1, O=C(C=Cc1ccccc1)C=Cc1ccccc1, [Pd], [Pd]. The product is CC(C)(C)OC(=O)N1CCc2cn(-c3ccc(N4CCCCC4)cc3)nc2CC1. As a reaction SMILES: [Br:1][c:2]1[cH:3][cH:4][c:5](-[n:8]2[n:9][c:10]3[c:16]([cH:17]2)[CH2:15][CH2:14][N:13]([C:18](=[O:19])[O:20][C:21]([CH3:22])([CH3:23])[CH3:24])[CH2:12][CH2:11]3)[cH:6][cH:7]1.[CH2:25]1[CH2:26][CH2:27][NH:28][CH2:29][CH2:30]1.[CH3:59][C:60]([CH3:61])([O-:62])[CH3:63].[CH3:71][OH:72].[CH:31]1([P:32]([CH:33]2[CH2:34][CH2:35][CH2:36][CH2:37][CH2:38]2)[c:39]2[cH:40][cH:41][cH:42][cH:43][c:44]2-[c:45]2[cH:46][cH:47][cH:48][cH:49][c:50]2[N:51]([CH3:52])[CH3:53])[CH2:54][CH2:55][CH2:56][CH2:57][CH2:58]1.[Na+:64].[O:111]=[C:112]([CH:113]=[CH:114][c:115]1[cH:116][cH:117][cH:118][cH:119][cH:120]1)[CH:121]=[CH:122][c:123]1[cH:124][cH:125][cH:126][cH:127][cH:128]1.[O:65]1[CH2:66][CH2:67][O:68][CH2:69][CH2:70]1.[O:75]=[C:76]([CH:77]=[CH:78][c:79]1[cH:80][cH:81][cH:82][cH:83][cH:84]1)[CH:85]=[CH:86][c:87]1[cH:88][cH:89][cH:90][cH:91][cH:92]1.[O:93]=[C:94]([CH:95]=[CH:96][c:97]1[cH:98][cH:99][cH:100][cH:101][cH:102]1)[CH:103]=[CH:104][c:105]1[cH:106][cH:107][cH:108][cH:109][cH:110]1.[Pd:73].[Pd:74]>>[c:2]1([N:28]2[CH2:27][CH2:26][CH2:25][CH2:30][CH2:29]2)[cH:3][cH:4][c:5](-[n:8]2[n:9][c:10]3[c:16]([cH:17]2)[CH2:15][CH2:14][N:13]([C:18](=[O:19])[O:20][C:21]([CH3:22])([CH3:23])[CH3:24])[CH2:12][CH2:11]3)[cH:6][cH:7]1. The reactants are C1(=CC=CC=C1)S(=O)(=O)N1C=CC=2C1=NC=C(C2)OC (1-benzenesulfonyl-5-methoxy-1H-pyrrolo[2,3-b]pyridine), C(C)(C)[N-]C(C)C.[Li+] (lithium diisopropylamide), C(CCC)[Li] (n-butyllithium), CCCCCC (n-hexane), C(C)(C)NC(C)C (diisopropylamine), O1C(CCC1)CC=O ((tetrahydro-furan-2-yl)-acetaldehyde). Solvent: O1CCCC1 (tetrahydrofuran), O1CCCC1 (tetrahydrofuran). Reaction conditions: temperature -78 celsius, time 5 minute. The product is C1(=CC=CC=C1)S(=O)(=O)N1C(=CC=2C1=NC=C(C2)OC)C(CC2OCCC2)O (1-(1-benzenesulfonyl-5-methoxy-1H-pyrrolo[2,3-b]pyridin-2-yl)-2-(tetrahydro-furan-2-yl)-ethanol). Yield: 29.9%. As a reaction SMILES: [C:1]1([S:7]([N:10]2[C:14]3=[N:15][CH:16]=[C:17]([O:19][CH3:20])[CH:18]=[C:13]3[CH:12]=[CH:11]2)(=[O:9])=[O:8])[CH:6]=[CH:5][CH:4]=[CH:3][CH:2]=1.C([N-]C(C)C)(C)C.[Li+].C([Li])CCC.CCCCCC.C(NC(C)C)(C)C.[O:47]1[CH2:51][CH2:50][CH2:49][CH:48]1[CH2:52][CH:53]=[O:54]>O1CCCC1>[C:1]1([S:7]([N:10]2[C:14]3=[N:15][CH:16]=[C:17]([O:19][CH3:20])[CH:18]=[C:13]3[CH:12]=[C:11]2[CH:53]([OH:54])[CH2:52][CH:48]2[CH2:49][CH2:50][CH2:51][O:47]2)(=[O:8])=[O:9])[CH:6]=[CH:5][CH:4]=[CH:3][CH:2]=1 |f:1.2|. Reported procedure: To a solution of 1-benzenesulfonyl-5-methoxy-1H-pyrrolo[2,3-b]pyridine (prepared as in Example 10, 6 g, 20.8 mmol) in dry tetrahydrofuran (40 mL) at −78° C. was added freshly prepared lithium diisopropylamide [prepared by adding 1.6 M n-butyllithium in n-hexane (19.5 mL, 31.2 mmol) to a 0° C. solution of diisopropylamine (4.7 mL, 32.8 mmol) in dry tetrahydrofuran (20 mL)] dropwise. The mixture was stirred at −78° C. for 5 min and then treated with (tetrahydro-furan-2-yl)-acetaldehyde (3.5 g, 30.... Reactants: NC1=NC=NC(=C1C(=O)NC1=C(C=CC=C1)OC)N[C@@H](C)C1=NN2C(C(N1C1=CC=CC=C1)=O)=C(C=C2)C ((S)-4-Amino-N-(2-methoxyphenyl)-6-((1-(5-methyl-4-oxo-3-phenyl-3,4-dihydropyrrolo[2,1-f][1,2,4]triazin-2-yl)ethyl)amino)pyrimidine-5-carboxamide), B(Br)(Br)Br (boron tribromide). Solvent: ClCCl (dichloromethane). Yields the product NC1=NC=NC(=C1C(=O)NC1=C(C=CC=C1)O)N[C@@H](C)C1=NN2C(C(N1C1=CC=CC=C1)=O)=C(C=C2)C ((S)-4-Amino-N-(2-hydroxyphenyl)-6-((1-(5-methyl-4-oxo-3-phenyl-3,4-dihydropyrrolo[2,1-f][1,2,4]triazin-2-yl)ethyl)amino)pyrimidine-5-carboxamide). Isolated yield 34.5%. Reaction SMILES: [NH2:1][C:2]1[C:7]([C:8]([NH:10][C:11]2[CH:16]=[CH:15][CH:14]=[CH:13][C:12]=2[O:17]C)=[O:9])=[C:6]([NH:19][C@H:20]([C:22]2[N:27]([C:28]3[CH:33]=[CH:32][CH:31]=[CH:30][CH:29]=3)[C:26](=[O:34])[C:25]3=[C:35]([CH3:38])[CH:36]=[CH:37][N:24]3[N:23]=2)[CH3:21])[N:5]=[CH:4][N:3]=1.B(Br)(Br)Br>ClCCl>[NH2:1][C:2]1[C:7]([C:8]([NH:10][C:11]2[CH:16]=[CH:15][CH:14]=[CH:13][C:12]=2[OH:17])=[O:9])=[C:6]([NH:19][C@H:20]([C:22]2[N:27]([C:28]3[CH:29]=[CH:30][CH:31]=[CH:32][CH:33]=3)[C:26](=[O:34])[C:25]3=[C:35]([CH3:38])[CH:36]=[CH:37][N:24]3[N:23]=2)[CH3:21])[N:5]=[CH:4][N:3]=1. Procedure: (S)-4-Amino-N-(2-methoxyphenyl)-6-((1-(5-methyl-4-oxo-3-phenyl-3,4-dihydropyrrolo[2,1-f][1,2,4]triazin-2-yl)ethyl)amino)pyrimidine-5-carboxamide (72 mg, 0.14 mmol) was treated with boron tribromide (1M in dichloromethane, 0.43 ml, 0.43 mmol) in dichloromethane (8 ml) according to the method described in Example 23. The crude was purified using SP1® Purification (40% to 100%, hexane-ethyl acetate) to give 24 mg (34% yield) of the title compound as a solid. Purity 99%.